This data is from the Open Reaction Database (ORD), a public repository of structured organic reaction records. The task is: describe an organic reaction: reactants, conditions, products, and yield Starting materials: CC(CC=1N=C(N(C1)S(=O)(=O)N(C)C)C(=C)CC1=CC=C(C=C1)C1=NC=C(C=C1)F)(C)C (4-(2,2-dimethylpropyl)-2-{1-[4-(5-fluoropyridin-2-yl)benzyl]vinyl}-N,N-dimethyl-1H-imidazole-1-sulfonamide). Reagents/catalysts: [OH-].[OH-].[Pd+2] (Pd(OH)2). Solvent: CO (methanol). Reaction conditions: time 1 hour. Product: CC(CC=1N=C(N(C1)S(=O)(=O)N(C)C)C(CC1=CC=C(C=C1)C1=NC=C(C=C1)F)C)(C)C (4-(2,2-dimethylpropyl)-2-{2-[4-(5-fluoropyridin-2-yl)phenyl]-1-methylethyl}-N,N-dimethyl-1H-imidazole-1-sulfonamide). As a reaction SMILES: [CH3:1][C:2]([CH3:32])([CH3:31])[CH2:3][C:4]1[N:5]=[C:6]([C:15]([CH2:17][C:18]2[CH:23]=[CH:22][C:21]([C:24]3[CH:29]=[CH:28][C:27]([F:30])=[CH:26][N:25]=3)=[CH:20][CH:19]=2)=[CH2:16])[N:7]([S:9]([N:12]([CH3:14])[CH3:13])(=[O:11])=[O:10])[CH:8]=1>CO.[OH-].[OH-].[Pd+2]>[CH3:1][C:2]([CH3:31])([CH3:32])[CH2:3][C:4]1[N:5]=[C:6]([CH:15]([CH3:16])[CH2:17][C:18]2[CH:23]=[CH:22][C:21]([C:24]3[CH:29]=[CH:28][C:27]([F:30])=[CH:26][N:25]=3)=[CH:20][CH:19]=2)[N:7]([S:9]([N:12]([CH3:14])[CH3:13])(=[O:10])=[O:11])[CH:8]=1 |f:2.3.4|. Reported procedure: Pd(OH)2 (5 mg) was added to a solution of 4-(2,2-dimethylpropyl)-2-{1-[4-(5-fluoropyridin-2-yl)benzyl]vinyl}-N,N-dimethyl-1H-imidazole-1-sulfonamide in methanol. After stirring under an atmosphere of hydrogen (balloon) at ambient temperature for 1 h, the reaction mixture was filtered through a silica plug (rinsing with ethyl acetate) and concentrated in vacuo. Purification of the resulting crude product by silica preparatory plate chromatography eluting with 40% ethyl acetate/hexanes afforded 4-...